This data is from the Open Reaction Database (ORD), a public repository of structured organic reaction records. The task is: describe an organic reaction: reactants, conditions, products, and yield Starting materials: C=Cc1ccc(C)nc1, CN1CCCC1=O, [K+], [OH-], Cc1ccc2[nH]c3c(c2c1)CN(C)C(=O)C3O. Product: Cc1ccc2c(c1)c1c(n2CCc2ccc(C)nc2)C(O)C(=O)N(C)C1. Reaction SMILES: [CH3:18][c:19]1[n:20][cH:21][c:22]([CH:25]=[CH2:26])[cH:23][cH:24]1.[CH3:29][N:30]1[CH2:31][CH2:32][CH2:33][C:34]1=[O:35].[K+:28].[OH-:27].[OH:1][CH:2]1[C:3](=[O:17])[N:4]([CH3:16])[CH2:5][c:6]2[c:7]1[nH:8][c:9]1[cH:10][cH:11][c:12]([CH3:15])[cH:13][c:14]21>>[OH:1][CH:2]1[C:3](=[O:17])[N:4]([CH3:16])[CH2:5][c:6]2[c:7]1[n:8]([CH2:26][CH2:25][c:22]1[cH:21][n:20][c:19]([CH3:18])[cH:24][cH:23]1)[c:9]1[cH:10][cH:11][c:12]([CH3:15])[cH:13][c:14]21. The reactants are solid, FC=1C=C(C=CC1)N1N=CC=C1C1=CC=C(C=C1)[N+](=O)[O-] (1-(3-fluoro-phenyl)-5-(4-nitro-phenyl)-1H-pyrazole), FC=1C=C(C=CC1)N1N=CC=C1C1=CC=C(C=C1)[N+](=O)[O-] (1-(3-fluoro-phenyl)-5-(4-nitro-phenyl)-1H-pyrazole), FC1=CC=C(C=C1)CC#N (2-(4-fluoro-phenyl)-acetonitrile). Product: FC1=CC=C(C=C1)C1=C2C(=NO1)C=CC(=C2)C=2N(N=CC2)C2=CC(=CC=C2)F (3-(4-Fluoro-phenyl)-5-[2-(3-fluoro-phenyl)-2H-pyrazol-3-yl]-benzo[c]isoxazole). RXN SMILES: [F:1][C:2]1[CH:3]=[C:4]([N:8]2[C:12]([C:13]3[CH:18]=[CH:17][C:16]([N+:19]([O-])=[O:20])=[CH:15][CH:14]=3)=[CH:11][CH:10]=[N:9]2)[CH:5]=[CH:6][CH:7]=1.[F:22][C:23]1[CH:28]=[CH:27][C:26]([CH2:29]C#N)=[CH:25][CH:24]=1>>[F:22][C:23]1[CH:28]=[CH:27][C:26]([C:29]2[O:20][N:19]=[C:16]3[CH:17]=[CH:18][C:13]([C:12]4[N:8]([C:4]5[CH:5]=[CH:6][CH:7]=[C:2]([F:1])[CH:3]=5)[N:9]=[CH:10][CH:11]=4)=[CH:14][C:15]=23)=[CH:25][CH:24]=1. Reported procedure: The title compound, light grey solid (74 mg, 56%), MS (ISP) m/z=374.1 [(M+H)+], mp 175° C., was prepared in accordance with the general method of example 1 from 1-(3-fluoro-phenyl)-5-(4-nitro-phenyl)-1H-pyrazole (intermediate D) (100 mg, 353 μmol) and commercially available 2-(4-fluoro-phenyl)-acetonitrile. Reactants: ClC1=CC(=CC=C1)C(=O)OO (m-chloroperbenzoic acid), C(CCC)SC=1SC(=C(N1)N)C#N (2-n-butylthio-4-amino-5-cyanothiazole), C([O-])(O)=O.[Na+] (sodium bicarbonate), O (water). The solvent is C(Cl)Cl (methylene chloride). Product: C(CCC)S(=O)(=O)C=1SC(=C(N1)N)C#N (2-n-butylsulphonyl-4-amino-5-cyanothiazole). RXN SMILES: ClC1C=CC=C(C(OO)=[O:9])C=1.[CH2:12]([S:16][C:17]1[S:18][C:19]([C:23]#[N:24])=[C:20]([NH2:22])[N:21]=1)[CH2:13][CH2:14][CH3:15].C(=O)(O)[O-].[Na+].[OH2:30]>C(Cl)Cl>[CH2:12]([S:16]([C:17]1[S:18][C:19]([C:23]#[N:24])=[C:20]([NH2:22])[N:21]=1)(=[O:9])=[O:30])[CH2:13][CH2:14][CH3:15] |f:2.3|. Reported procedure: 9.0 g of 85% m-chloroperbenzoic acid are added in portions to a solution of 4.26 g of 2-n-butylthio-4-amino-5-cyanothiazole in 200 ml of methylene chloride, while stirring and at room temperature. After stirring overnight at room temperature an excess of sodium bicarbonate in water is added and the solution is stirred for one hour. The organic layer is separated, washed with water, dried, filtered and diluted with isopropanol. After distilling off a part of the methylene chloride the desired pro...